Dataset: the Open Reaction Database (ORD), a public repository of structured organic reaction records. Task: describe an organic reaction: reactants, conditions, products, and yield Reactants: CC(=O)O, COC(=O)c1ncc(O)c2c1CCN(Cc1ccc(F)cc1)C2=O, OO. The product is COC(=O)c1c2c(c(O)c[n+]1[O-])C(=O)N(Cc1ccc(F)cc1)CC2. Reaction SMILES: [CH3:27][C:28](=[O:29])[OH:30].[F:1][c:2]1[cH:3][cH:4][c:5]([CH2:6][N:7]2[C:8](=[O:22])[c:9]3[c:10]([OH:21])[cH:11][n:12][c:13]([C:17](=[O:18])[O:19][CH3:20])[c:14]3[CH2:15][CH2:16]2)[cH:23][cH:24]1.[OH:25][OH:26]>>[F:1][c:2]1[cH:3][cH:4][c:5]([CH2:6][N:7]2[C:8](=[O:22])[c:9]3[c:10]([OH:21])[cH:11][n+:12]([O-:25])[c:13]([C:17](=[O:18])[O:19][CH3:20])[c:14]3[CH2:15][CH2:16]2)[cH:23][cH:24]1. Starting materials: CCOC(=O)COC1CN(CC(=O)Nc2ccc(-n3ccccc3=O)cc2F)CC1NC(=O)c1ccc(Cl)s1, C1CCOC1, [Na+], [OH-]. Product: O=C(O)COC1CN(CC(=O)Nc2ccc(-n3ccccc3=O)cc2F)CC1NC(=O)c1ccc(Cl)s1. RXN SMILES: [CH2:1]([CH3:2])[O:3][C:4]([CH2:5][O:6][CH:7]1[CH2:8][N:9]([CH2:21][C:22]([NH:23][c:24]2[c:25]([F:37])[cH:26][c:27](-[n:30]3[c:31](=[O:36])[cH:32][cH:33][cH:34][cH:35]3)[cH:28][cH:29]2)=[O:38])[CH2:10][CH:11]1[NH:12][C:13](=[O:14])[c:15]1[s:16][c:17]([Cl:20])[cH:18][cH:19]1)=[O:39].[CH2:42]1[O:43][CH2:44][CH2:45][CH2:46]1.[Na+:41].[OH-:40]>>[O:3]=[C:4]([CH2:5][O:6][CH:7]1[CH2:8][N:9]([CH2:21][C:22]([NH:23][c:24]2[c:25]([F:37])[cH:26][c:27](-[n:30]3[c:31](=[O:36])[cH:32][cH:33][cH:34][cH:35]3)[cH:28][cH:29]2)=[O:38])[CH2:10][CH:11]1[NH:12][C:13](=[O:14])[c:15]1[s:16][c:17]([Cl:20])[cH:18][cH:19]1)[OH:39].